Dataset: the Open Reaction Database (ORD), a public repository of structured organic reaction records. Task: describe an organic reaction: reactants, conditions, products, and yield The reactants are C(C1=CC=CC=C1)N=C=S (Benzyl isothiocyanate), C(C)N=C=S (ethyl isothiocyanate), Cl (HCl), [O-][Mn](=O)(=O)=O.[K+] (KMnO4). The product is C(C1=CC=CC=C1)N1C(N(SC1=O)CC)=S (4-Benzyl-2-ethyl-5-oxo-1,2,4-thiadiazolidine-3-thione). Reaction SMILES: [CH2:1]([N:8]=[C:9]=[S:10])[C:2]1[CH:7]=[CH:6][CH:5]=[CH:4][CH:3]=1.Cl.[O-:12][Mn](=O)(=O)=O.[K+].[CH2:18]([N:20]=[C:21]=[S:22])[CH3:19]>>[CH2:1]([N:8]1[C:9](=[O:12])[S:10][N:20]([CH2:18][CH3:19])[C:21]1=[S:22])[C:2]1[CH:7]=[CH:6][CH:5]=[CH:4][CH:3]=1 |f:2.3|. Procedure: Reagents: Benzyl isothiocyanate (0.86 ml, 6.5 mmol), 35% HCl (3.1 ml), KMnO4 (0.5 g), ethyl isothiocyanate (0.57 ml, 6.5 mmol). Starting materials: O=C([O-])[O-], Cl, [Cs+], [Cs+], CCCCCCCI, COC(=O)c1ccc(I)cc1O, CN(C)C=O. The product is CCCCCCCOc1cc(I)ccc1C(=O)OC. As a reaction SMILES: [C:1](=[O:2])([O-:3])[O-:4].[ClH:27].[Cs+:5].[Cs+:6].[I:19][CH2:20][CH2:21][CH2:22][CH2:23][CH2:24][CH2:25][CH3:26].[I:7][c:8]1[cH:9][c:10]([OH:18])[c:11]([C:12](=[O:13])[O:14][CH3:15])[cH:16][cH:17]1.[O:28]=[CH:29][N:30]([CH3:31])[CH3:32]>>[I:7][c:8]1[cH:9][c:10]([O:18][CH2:20][CH2:21][CH2:22][CH2:23][CH2:24][CH2:25][CH3:26])[c:11]([C:12](=[O:13])[O:14][CH3:15])[cH:16][cH:17]1. Reactants: ClC=1C=C(C=CC1Cl)C(C=CN(C)C)=O (3',4'-dichloro-3dimethylaminoacrylophenone), Cl.NC=1N=CNC1C(=O)N (4-amino-5-imidazolecarboxamide hydrochloride). Run in C(C)(=O)O (acetic acid). Conditions: time 16 hour. Product: ClC=1C=C(C=CC1Cl)C1=CC=NC=2N1C=NC2C(=O)N (4-(3,4-Dichlorophenyl)imidazo[1,5-a]pyrimidine-8-carboxamide). The yield is 49.6%. RXN SMILES: [Cl:1][C:2]1[CH:3]=[C:4]([C:9](=O)[CH:10]=[CH:11][N:12]([CH3:14])C)[CH:5]=[CH:6][C:7]=1[Cl:8].Cl.NC1[N:19]=[CH:20][NH:21][C:22]=1[C:23]([NH2:25])=[O:24]>C(O)(=O)C>[Cl:1][C:2]1[CH:3]=[C:4]([C:9]2[N:19]3[CH:20]=[N:21][C:22]([C:23]([NH2:25])=[O:24])=[C:14]3[N:12]=[CH:11][CH:10]=2)[CH:5]=[CH:6][C:7]=1[Cl:8] |f:1.2|. Procedure: A stirred mixture of 12.0 g of 3',4'-dichloro-3dimethylaminoacrylophenone (prepared as described in Example 9) and 6.3 g of 4-amino-5-imidazolecarboxamide hydrochloride in 450 ml of glacial acetic acid was heated at reflux for 24 hours. The reaction mixture was allowed to stand at room temperature for 16 hours then the mixture was filtered and the crystals that were collected were washed with 300 ml of saturated sodium bicarbonate and then were washed with water. This material was dried, washed ... Reactants: C(#N)[C@]1([C@H](C1)CCCCCC)C1=CC=C(C=C1)OC ((1R,2S)-1-cyano-2-hexyl-1-(4-methoxyphenyl)cyclopropane), [Cl-].[Al+3].[Cl-].[Cl-] (aluminum chloride), C(O)([O-])=O.[Na+] (sodium hydrogen carbonate). Run in ClCCl (dichloromethane), CSC (dimethyl sulfide). The product is C(#N)[C@]1([C@H](C1)CCCCCC)C1=CC=C(C=C1)O ((1R,2S)-1-cyano-2-hexyl-1-(4-hydroxyphenyl)cyclopropane). Yield: 81.0%. Reaction SMILES: [Cl-].[Al+3].[Cl-].[Cl-].[C:5]([C@:7]1([C:16]2[CH:21]=[CH:20][C:19]([O:22]C)=[CH:18][CH:17]=2)[CH2:9][C@@H:8]1[CH2:10][CH2:11][CH2:12][CH2:13][CH2:14][CH3:15])#[N:6].C(=O)([O-])O.[Na+]>CSC.ClCCl>[C:5]([C@:7]1([C:16]2[CH:17]=[CH:18][C:19]([OH:22])=[CH:20][CH:21]=2)[CH2:9][C@@H:8]1[CH2:10][CH2:11][CH2:12][CH2:13][CH2:14][CH3:15])#[N:6] |f:0.1.2.3,5.6|. Procedure details: To a solution of 1.38 g (10.4 mmol) of aluminum chloride in 10 ml of dimethyl sulfide (Me2S) was added, with cooling with ice, a solution of 267 mg (1 mmol) of (1R,2S)-1-cyano-2-hexyl-1-(4-methoxyphenyl)cyclopropane in 10 ml of dichloromethane. This mixture was stirred with heating for 30 minutes. Saturated sodium hydrogen carbonate aqueous solution was added to the reaction mixture, and the mixture was then subjected to extraction with 250 ml of ethyl acetate. The resulting ethyl acetate soluti... The reactants are [OH-].[Na+] (sodium hydroxide), COC(=O)C=1C=C2C(=NC1)N(C(=C2)C(=CC(C)C)C2=CC=C(C=C2)S(=O)(=O)C)S(=O)(=O)C2=CC=CC=C2 (1-benzenesulfonyl-2-[1-(4-methanesulfonyl-phenyl)-3-methyl-but-1-enyl]-1H-pyrrolo[2,3-b]pyridin-5-carboxylic acid methyl ester), Cl (hydrochloric acid). Run in ClCCl (dichloromethane), C(C)O (ethanol). Product: CS(=O)(=O)C1=CC=C(C=C1)C(=CC(C)C)C1=CC=2C(=NC=C(C2)C(=O)O)N1 (2-[1-(4-methanesulfonyl-phenyl)-3-methyl-but-1-enyl]-1H-pyrrolo[2,3-b]pyridin-5-carboxylic acid). Isolated yield 94.9%. As a reaction SMILES: C[O:2][C:3]([C:5]1[CH:6]=[C:7]2[CH:13]=[C:12]([C:14]([C:19]3[CH:24]=[CH:23][C:22]([S:25]([CH3:28])(=[O:27])=[O:26])=[CH:21][CH:20]=3)=[CH:15][CH:16]([CH3:18])[CH3:17])[N:11](S(C3C=CC=CC=3)(=O)=O)[C:8]2=[N:9][CH:10]=1)=[O:4].[OH-].[Na+].Cl>C(O)C.ClCCl>[CH3:28][S:25]([C:22]1[CH:23]=[CH:24][C:19]([C:14]([C:12]2[NH:11][C:8]3=[N:9][CH:10]=[C:5]([C:3]([OH:4])=[O:2])[CH:6]=[C:7]3[CH:13]=2)=[CH:15][CH:16]([CH3:18])[CH3:17])=[CH:20][CH:21]=1)(=[O:26])=[O:27] |f:1.2|. Procedure details: A mixture of 1-benzenesulfonyl-2-[1-(4-methanesulfonyl-phenyl)-3-methyl-but-1-enyl]-1H-pyrrolo[2,3-b]pyridin-5-carboxylic acid methyl ester (800 mg, 1.48 mmol) in ethanol (4 mL) and an aqueous sodium hydroxide solution (10%, 1.5 mL) was heated at 100° C. for 1 h. The mixture was acidified to pH 4-5 with a 2N aqueous hydrochloric acid solution, diluted with dichloromethane (150 mL), washed with water, dried over anhydrous sodium sulfate and then concentrated in vacuo to afford 2-[1-(4-methanesulf...